Dataset: the Open Reaction Database (ORD), a public repository of structured organic reaction records. Task: describe an organic reaction: reactants, conditions, products, and yield The reactants are Phth-dopamine, N-phthaloyl, NCCC1=CC(O)=C(O)C=C1 (dopamine), C(=O)(OCC)N1C(C=2C(C1=O)=CC=CC2)=O (N-carbethoxyphthalimide), [Cl-].[Cl-].[Ca+2] (CaCl2). The solvent is [CH2-]C(=O)C (acetonide), [CH2-]C(=O)C (acetonide), CO (methanol). Product: C1=NC=CC2=CC=CC=C12 (isoquinoline). As a reaction SMILES: NCCC1C=CC(O)=C(O)C=1.[C:12]([N:17]1[C:21](=O)[C:20]2=[CH:23][CH:24]=[CH:25][CH:26]=[C:19]2[C:18]1=O)(OCC)=O.[Cl-].[Cl-].[Ca+2]>CO.[CH2-]C(C)=O>[CH:18]1[C:19]2[C:20](=[CH:23][CH:24]=[CH:25][CH:26]=2)[CH:21]=[CH:12][N:17]=1 |f:2.3.4|. Reported procedure: In this example the inventors use the novel method of the present invention to synthesize acetonide-protected dopamine-containing compounds. In general, the N-phthaloyl (Phth) protective group was introduced to dopamine by N-carbethoxyphthalimide in methanol. The resulting Phth-dopamine (8) was then refluxed and volatile byproducts were removed from the reaction system by distillation. The condensed liquid was recycled using a Soxhlet extractor, the thimble of which was filled with anhydrous CaC...